Dataset: the Open Reaction Database (ORD), a public repository of structured organic reaction records. Task: describe an organic reaction: reactants, conditions, products, and yield The reactants are NC1=C(C=C(C2=C1CCO2)C(=O)O[C@@H]2[C@@H](CNCC2)OC)Cl ((±)-cis-3-methoxy-4-piperidinyl 4-amino-5-chloro-2,3-dihydro-7-benzofurancarboxylate), ClCCCC(=O)C1=CC(=C(C(=C1)OC)OC)OC (4-chloro-1-(3,4,5-trimethoxyphenyl)-1-butanone), C([O-])([O-])=O.[Na+].[Na+] (sodium carbonate), [I-].[K+] (potassium iodide). Run in CC(CC(C)=O)C (4-methyl-2-pentanone). Product: NC1=C(C=C(C2=C1CCO2)C(=O)O[C@@H]2[C@@H](CN(CC2)CCCC(C2=CC(=C(C(=C2)OC)OC)OC)=O)OC)Cl ((±)-cis-3-methoxy-1-[4-oxo-4-(3,4,5-trimethoxyphenyl)butyl]-4-piperidinyl 4-amino-5-chloro-2,3-dihydro-7-benzofurancarboxylate). The yield is 27.8%. RXN SMILES: [NH2:1][C:2]1[C:7]2[CH2:8][CH2:9][O:10][C:6]=2[C:5]([C:11]([O:13][C@H:14]2[CH2:19][CH2:18][NH:17][CH2:16][C@H:15]2[O:20][CH3:21])=[O:12])=[CH:4][C:3]=1[Cl:22].Cl[CH2:24][CH2:25][CH2:26][C:27]([C:29]1[CH:34]=[C:33]([O:35][CH3:36])[C:32]([O:37][CH3:38])=[C:31]([O:39][CH3:40])[CH:30]=1)=[O:28].C(=O)([O-])[O-].[Na+].[Na+].[I-].[K+]>CC(C)CC(=O)C>[NH2:1][C:2]1[C:7]2[CH2:8][CH2:9][O:10][C:6]=2[C:5]([C:11]([O:13][C@H:14]2[CH2:19][CH2:18][N:17]([CH2:24][CH2:25][CH2:26][C:27](=[O:28])[C:29]3[CH:30]=[C:31]([O:39][CH3:40])[C:32]([O:37][CH3:38])=[C:33]([O:35][CH3:36])[CH:34]=3)[CH2:16][C@H:15]2[O:20][CH3:21])=[O:12])=[CH:4][C:3]=1[Cl:22] |f:2.3.4,5.6|. Procedure: A mixture of intermediate (6) (2.3 g), 4-chloro-1-(3,4,5-trimethoxyphenyl)-1-butanone (2 g), sodium carbonate (2.1 g) and potassium iodide (catalytic quantity) in 4-methyl-2-pentanone (150 ml; previously dried over MgSO4) was stirred and refluxed overnight. The reaction mixture was cooled, washed with water, dried over MgSO4, filtered and the filtrate was evaporated. The residue was purified by column chromatography over silica gel (eluent: CH2Cl2, upgrading to CH2Cl2 /(CH3OH/NH3) 97/3). The pur...